This data is from the Open Reaction Database (ORD), a public repository of structured organic reaction records. The task is: describe an organic reaction: reactants, conditions, products, and yield Starting materials: [Br-].O[C@H]1C[N+](CCC1)(C)CC(NC1=NOC=C1)=O ((1R/S,3R)-3-Hydroxy-1-(isoxazol-3-ylcarbamoylmethyl)-1-methyl-piperidinium bromide), [Br-].O[C@H]1C[N+](CCC1)(C)CC(NC1=NOC=C1)=O ((1R/S,3R)-3-Hydroxy-1-(isoxazol-3-ylcarbamoylmethyl)-1-methyl-piperidinium bromide), CN1CCC(CC1)O (1-methyl-piperidin-4-ol). Product: [Br-].OC1CC[N+](CC1)(C)CC(NC1=NOC=C1)=O (4-Hydroxy-1-(isoxazol-3-ylcarbamoylmethyl)-1-methyl-piperidinium bromide). As a reaction SMILES: [Br-:1].O[C@@H:3]1[CH2:8][CH2:7][CH2:6][N+:5]([CH2:10][C:11](=[O:18])[NH:12][C:13]2[CH:17]=[CH:16][O:15][N:14]=2)([CH3:9])[CH2:4]1.CN1CCC([OH:26])CC1>>[Br-:1].[OH:26][CH:8]1[CH2:7][CH2:6][N+:5]([CH2:10][C:11](=[O:18])[NH:12][C:13]2[CH:17]=[CH:16][O:15][N:14]=2)([CH3:9])[CH2:4][CH2:3]1 |f:0.1,3.4|. Procedure details: This compound is prepared by an analogous method to (1R/S,3R)-3-Hydroxy-1-(isoxazol-3-ylcarbamoylmethyl)-1-methyl-piperidinium bromide (Intermediate C) by replacing (R)-1-methyl-piperidin-3-ol (step C3) with 1-methyl-piperidin-4-ol. Starting materials: CCOC(OCC)N1C(=O)Cc2ccccc21, C1CCOC1, COc1cc2c(Cl)ncnc2cc1OCCCN1CCOCC1, [H-], [Na+]. Yields the product CCOC(OCC)N1C(=O)C(c2ncnc3cc(OCCCN4CCOCC4)c(OC)cc23)c2ccccc21. RXN SMILES: [CH2:24]([CH3:25])[O:26][CH:27]([N:28]1[C:29](=[O:37])[CH2:30][c:31]2[cH:32][cH:33][cH:34][cH:35][c:36]21)[O:38][CH2:39][CH3:40].[CH2:43]1[O:44][CH2:45][CH2:46][CH2:47]1.[Cl:1][c:2]1[n:3][cH:4][n:5][c:6]2[cH:7][c:8]([O:14][CH2:15][CH2:16][CH2:17][N:18]3[CH2:19][CH2:20][O:21][CH2:22][CH2:23]3)[c:9]([O:12][CH3:13])[cH:10][c:11]12.[H-:41].[Na+:42]>>[c:2]1([CH:30]2[C:29](=[O:37])[N:28]([CH:27]([O:26][CH2:24][CH3:25])[O:38][CH2:39][CH3:40])[c:36]3[c:31]2[cH:32][cH:33][cH:34][cH:35]3)[n:3][cH:4][n:5][c:6]2[cH:7][c:8]([O:14][CH2:15][CH2:16][CH2:17][N:18]3[CH2:19][CH2:20][O:21][CH2:22][CH2:23]3)[c:9]([O:12][CH3:13])[cH:10][c:11]12. The reactants are ClCCl, Cc1nc(Cl)c(CC(=O)O)c(Cl)n1, Nc1ccccc1. The product is Cc1nc(Cl)c(CC(=O)O)c(Nc2ccccc2)n1. As a reaction SMILES: [CH2:21]([Cl:22])[Cl:23].[Cl:1][c:2]1[n:3][c:4]([CH3:13])[n:5][c:6]([Cl:12])[c:7]1[CH2:8][C:9](=[O:10])[OH:11].[NH2:14][c:15]1[cH:16][cH:17][cH:18][cH:19][cH:20]1>>[c:2]1([NH:14][c:15]2[cH:16][cH:17][cH:18][cH:19][cH:20]2)[n:3][c:4]([CH3:13])[n:5][c:6]([Cl:12])[c:7]1[CH2:8][C:9](=[O:10])[OH:11]. As a reaction SMILES: [B:41]([OH:42])([OH:43])[c:44]1[cH:45][c:46]([C:47](=[O:48])[OH:49])[cH:50][cH:51][cH:52]1.[Br:53][c:54]1[cH:55][cH:56][c:57]2[c:58]([n:59]1)[c:60]([C:70](=[O:71])[NH:72][CH3:73])[c:61](-[c:63]1[cH:64][cH:65][c:66]([F:69])[cH:67][cH:68]1)[o:62]2.[C:35](=[O:36])([O-:37])[O-:38].[CH:1]1([P:2]([CH:3]2[CH2:4][CH2:5][CH2:6][CH2:7][CH2:8]2)[c:9]2[cH:10][cH:11][cH:12][cH:13][c:14]2-[c:15]2[c:16]([O:17][CH3:18])[cH:19][cH:20][c:21]([S:22]([O-:23])(=[O:24])=[O:25])[c:26]2[O:27][CH3:28])[CH2:29][CH2:30][CH2:31][CH2:32][CH2:33]1.[Cs+:39].[Cs+:40].[Na+:34].[O:74]=[CH:75][N:76]([CH3:77])[CH3:78].[OH2:79]>>[c:44]1(-[c:54]2[cH:55][cH:56][c:57]3[c:58]([n:59]2)[c:60]([C:70](=[O:71])[NH:72][CH3:73])[c:61](-[c:63]2[cH:64][cH:65][c:66]([F:69])[cH:67][cH:68]2)[o:62]3)[cH:45][c:46]([C:47](=[O:48])[OH:49])[cH:50][cH:51][cH:52]1. Starting materials: O=C(O)c1cccc(B(O)O)c1, CNC(=O)c1c(-c2ccc(F)cc2)oc2ccc(Br)nc12, O=C([O-])[O-], COc1ccc(S(=O)(=O)[O-])c(OC)c1-c1ccccc1P(C1CCCCC1)C1CCCCC1, [Cs+], [Cs+], [Na+], CN(C)C=O, O. The product is CNC(=O)c1c(-c2ccc(F)cc2)oc2ccc(-c3cccc(C(=O)O)c3)nc12. The reactants are C1(CCCCC1)C(C=1OC2=C(C1C)C=C(C=C2)OCC2=NC=CC=C2)NC2=CC=C(C=C2)C(=O)N(CCC(=O)OCC)C (Ethyl 3-[{[4-({cyclohexyl[3-methyl-5-(pyridin-2-ylmethoxy)-1-benzofuran-2-yl]methyl}amino)phenyl]carbonyl}(methyl)amino]propanoate), C1(CCCCC1)C(C=1OC2=C(C1C)C=C(C=C2)OCC2=NC=CC=C2)NC2=CC=C(C=C2)C(=O)N(CCC(=O)OCC)C (ethyl 3-[{[4-({cyclohexyl[3-methyl-5-(pyridin-2-ylmethoxy)-1-benzofuran-2-yl]methyl}amino)phenyl]carbonyl}(methyl)amino]propanoate), [OH-].[Na+] (sodium hydroxide). The solvent is C(C)O (ethanol). Conditions: time 0.5 hour. Yields the product C1(CCCCC1)C(C=1OC2=C(C1C)C=C(C=C2)OCC2=NC=CC=C2)NC2=CC=C(C=C2)C(=O)N(CCC(=O)O)C (3-[{[4-({cyclohexyl[3-methyl-5-(pyridin-2-ylmethoxy)-1-benzofuran-2-yl]methyl}amino)phenyl]carbonyl}(methyl)amino]propanoic acid). The yield is 60.8%. As a reaction SMILES: [CH:1]1([CH:7]([NH:26][C:27]2[CH:32]=[CH:31][C:30]([C:33]([N:35]([CH3:43])[CH2:36][CH2:37][C:38]([O:40]CC)=[O:39])=[O:34])=[CH:29][CH:28]=2)[C:8]2[O:9][C:10]3[CH:17]=[CH:16][C:15]([O:18][CH2:19][C:20]4[CH:25]=[CH:24][CH:23]=[CH:22][N:21]=4)=[CH:14][C:11]=3[C:12]=2[CH3:13])[CH2:6][CH2:5][CH2:4][CH2:3][CH2:2]1.[OH-].[Na+]>C(O)C>[CH:1]1([CH:7]([NH:26][C:27]2[CH:28]=[CH:29][C:30]([C:33]([N:35]([CH3:43])[CH2:36][CH2:37][C:38]([OH:40])=[O:39])=[O:34])=[CH:31][CH:32]=2)[C:8]2[O:9][C:10]3[CH:17]=[CH:16][C:15]([O:18][CH2:19][C:20]4[CH:25]=[CH:24][CH:23]=[CH:22][N:21]=4)=[CH:14][C:11]=3[C:12]=2[CH3:13])[CH2:6][CH2:5][CH2:4][CH2:3][CH2:2]1 |f:1.2|. Reported procedure: Ethyl 3-[{[4-({cyclohexyl[3-methyl-5-(pyridin-2-ylmethoxy)-1-benzofuran-2-yl]methyl}amino)phenyl]carbonyl}(methyl)amino]propanoate (0.19 g) synthesized in the above-mentioned (2) was dissolved in ethanol (5 mL), 1N aqueous sodium hydroxide solution (1.0 mL) was added to the solution at room temperature, and the mixture was stirred at room temperature for 0.5 hr. Ethanol was evaporated under reduced pressure, 1N hydrochloric acid (1.0 mL) was added to the residue, and the mixture was extracted wi... Reactants: N#Cc1cc(F)cc(Br)c1, C[Si](C)(C)[N-][Si](C)(C)C, OCC(F)(F)F, [Na+]. Yields the product N#Cc1cc(Br)cc(OCC(F)(F)F)c1. RXN SMILES: [Br:1][c:2]1[cH:3][c:4]([C:5]#[N:6])[cH:7][c:8]([F:10])[cH:9]1.[CH3:17][Si:18]([N-:19][Si:20]([CH3:21])([CH3:22])[CH3:23])([CH3:24])[CH3:25].[F:11][C:12]([CH2:13][OH:14])([F:15])[F:16].[Na+:26]>>[Br:1][c:2]1[cH:3][c:4]([C:5]#[N:6])[cH:7][c:8]([O:14][CH2:13][C:12]([F:11])([F:15])[F:16])[cH:9]1. Starting materials: ClCCCCN1C2=NC(=NC(=C2N=C1OC)N)O[C@H](CC)C (9-(4-Chlorobutyl)-8-(methyloxy)-2-{[(1S)-1-methylpropyl]oxy}-9H-purin-6-amine), FC(C(=O)O)(F)F.C1(CCC1)OC=1NC(=C2N=C(N=C2N1)OC)N (2-(cyclobutyloxy)-8-(methyloxy)-1H-purin-6-amine trifluoroacetate), BrCCCCCl (1-bromo-4-chlorobutane). Yields the product ClCCCCN1C2=NC(=NC(=C2N=C1OC)N)OC1CCC1 (9-(4-Chlorobutyl)-2-(cyclobutyloxy)-8-(methyloxy)-9H-purin-6-amine). As a reaction SMILES: [Cl:1][CH2:2][CH2:3][CH2:4][CH2:5][N:6]1[C:14]([O:15][CH3:16])=[N:13][C:12]2[C:7]1=[N:8][C:9]([O:18][C@@H:19]([CH3:22])[CH2:20][CH3:21])=[N:10][C:11]=2[NH2:17].FC(F)(F)C(O)=O.C1(OC2NC(N)=C3C(N=2)=NC(OC)=N3)CCC1.BrCCCCCl>>[Cl:1][CH2:2][CH2:3][CH2:4][CH2:5][N:6]1[C:14]([O:15][CH3:16])=[N:13][C:12]2[C:7]1=[N:8][C:9]([O:18][CH:19]1[CH2:22][CH2:21][CH2:20]1)=[N:10][C:11]=2[NH2:17] |f:1.2|. Procedure details: Prepared similarly to Intermediate 44 from 2-(cyclobutyloxy)-8-(methyloxy)-1H-purin-6-amine trifluoroacetate and 1-bromo-4-chlorobutane. The reactants are Clc1nccc(I)c1Br, N#Cc1ccc(B(O)O)cc1, O=C([O-])[O-], Cc1ccccc1, [Na+], [Na+], O. Product: N#Cc1ccc(-c2ccnc(Cl)c2Br)cc1. RXN SMILES: [Br:1][c:2]1[c:3]([Cl:9])[n:4][cH:5][cH:6][c:7]1[I:8].[C:10](#[N:11])[c:12]1[cH:13][cH:14][c:15]([B:18]([OH:19])[OH:20])[cH:16][cH:17]1.[C:21](=[O:22])([O-:23])[O-:24].[CH3:27][c:28]1[cH:29][cH:30][cH:31][cH:32][cH:33]1.[Na+:25].[Na+:26].[OH2:34]>>[Br:1][c:2]1[c:3]([Cl:9])[n:4][cH:5][cH:6][c:7]1-[c:15]1[cH:14][cH:13][c:12]([C:10]#[N:11])[cH:17][cH:16]1. Starting materials: C([O-])(O)=O.[Na+] (sodium bicarbonate), ClC=1C=C(C=CC1)NC1=NC=2N(C(=C1)NC1CCNCC1)N=CC2C=C2C(NC(N2)=O)=O (5-((5-(3-chlorophenylamino)-7-(piperidin-4-ylamino)pyrazolo[1,5-a]pyrimidin-3-yl)methylene)imidazolidine-2,4-dione), CC(=O)O (AcOH), CC(=O)C (acetone), C(C)(=O)O[BH-](OC(C)=O)OC(C)=O.[Na+] (sodium triacetoxy borohydride). Run in C1CCOC1 (THF). Run at temperature 60 celsius. Yields the product ClC=1C=C(C=CC1)NC1=NC=2N(C(=C1)NC1CCN(CC1)C(C)C)N=CC2C=C2C(NC(N2)=O)=O (5-((5-(3-chlorophenylamino)-7-(1-isopropylpiperidin-4-ylamino)pyrazolo[1,5-a]pyrimidin-3-yl)methylene)imidazolidine-2,4-dione). Reaction SMILES: [Cl:1][C:2]1[CH:3]=[C:4]([NH:8][C:9]2[CH:14]=[C:13]([NH:15][CH:16]3[CH2:21][CH2:20][NH:19][CH2:18][CH2:17]3)[N:12]3[N:22]=[CH:23][C:24]([CH:25]=[C:26]4[NH:30][C:29](=[O:31])[NH:28][C:27]4=[O:32])=[C:11]3[N:10]=2)[CH:5]=[CH:6][CH:7]=1.CC(O)=O.[CH3:37][C:38]([CH3:40])=O.C(O[BH-](OC(=O)C)OC(=O)C)(=O)C.[Na+].C(=O)(O)[O-].[Na+]>C1COCC1>[Cl:1][C:2]1[CH:3]=[C:4]([NH:8][C:9]2[CH:14]=[C:13]([NH:15][CH:16]3[CH2:21][CH2:20][N:19]([CH:38]([CH3:40])[CH3:37])[CH2:18][CH2:17]3)[N:12]3[N:22]=[CH:23][C:24]([CH:25]=[C:26]4[NH:30][C:29](=[O:31])[NH:28][C:27]4=[O:32])=[C:11]3[N:10]=2)[CH:5]=[CH:6][CH:7]=1 |f:3.4,5.6|. Reported procedure: To 5-((5-(3-chlorophenylamino)-7-(piperidin-4-ylamino)pyrazolo[1,5-a]pyrimidin-3-yl)methylene)imidazolidine-2,4-dione (20 mg, 0.04 mmol) in THF and AcOH (4.8 mg, 0.08 mmol) was added acetone (2.0 mL, 0.2 mmol) and sodium triacetoxy borohydride (85.0 mg, 0.4 mmol). The mixture was heated at 60° C. for one hour. Saturated sodium bicarbonate solution was added to the reaction mixture. The mixture was extracted with ethyl acetate and dried over sodium sulfate. Then the mixture was, diluted with MeOH... Starting materials: Cl(=O)[O-].[Na+] (Sodium chlorite), ClC=1C=C(C=NC1OC=1C=C2C(=NC=NC2=CC1)NC1=NC=C(N=C1)C)OCC=O ({[5-chloro-6-({4-[(5-methylpyrazin-2-yl)amino]quinazolin-6-yl}oxy)pyridin-3-yl]oxy}acetaldehyde), CC(C)=CC (2-methyl-2-butene), P(=O)(O)(O)[O-].[Na+] (sodium dihydrogenphosphate), Cl (hydrochloric acid). Solvent: CC(C)(C)O (2-methyl-2-propanol), O (water). Reaction conditions: time 1 hour. The product is ClC=1C=C(C=NC1OC=1C=C2C(=NC=NC2=CC1)NC1=NC=C(N=C1)C)OCC(=O)O ({[5-chloro-6-({4-[(5-methylpyrazin-2-yl)amino]quinazolin-6-yl}oxy)pyridin-3-yl]oxy}acetic acid). The yield is 76.7%. Reaction SMILES: Cl([O-])=O.[Na+].[Cl:5][C:6]1[CH:7]=[C:8]([O:31][CH2:32][CH:33]=[O:34])[CH:9]=[N:10][C:11]=1[O:12][C:13]1[CH:14]=[C:15]2[C:20](=[CH:21][CH:22]=1)[N:19]=[CH:18][N:17]=[C:16]2[NH:23][C:24]1[CH:29]=[N:28][C:27]([CH3:30])=[CH:26][N:25]=1.CC(=CC)C.P([O-])(O)(O)=[O:41].[Na+].Cl>CC(O)(C)C.O>[Cl:5][C:6]1[CH:7]=[C:8]([O:31][CH2:32][C:33]([OH:41])=[O:34])[CH:9]=[N:10][C:11]=1[O:12][C:13]1[CH:14]=[C:15]2[C:20](=[CH:21][CH:22]=1)[N:19]=[CH:18][N:17]=[C:16]2[NH:23][C:24]1[CH:29]=[N:28][C:27]([CH3:30])=[CH:26][N:25]=1 |f:0.1,4.5|. Reported procedure: Sodium chlorite (30 mg, 0.33 mmol) was added to a water (0.3 ml)/2-methyl-2-propanol (1.2 ml) mixed solution of {[5-chloro-6-({4-[(5-methylpyrazin-2-yl)amino]quinazolin-6-yl}oxy)pyridin-3-yl]oxy}acetaldehyde (50 mg, 0.11 mmol) obtained in Example 32, 2-methyl-2-butene (0.051 ml, 0.48 mmol) and sodium dihydrogenphosphate (13 mg, 0.11 mmol), and the reaction solution was stirred at room temperature for 1 hour. Aqueous 1 N hydrochloric acid solution was added to the reaction solution, and extracted...